Dataset: the Open Reaction Database (ORD), a public repository of structured organic reaction records. Task: describe an organic reaction: reactants, conditions, products, and yield The reactants are O=C(O)c1cc2cc(Br)ccc2o1, CC(C)(C)OC(=O)Nc1ccccc1N, ClCCl, O=S(Cl)Cl, c1ccncc1. Product: CC(C)(C)OC(=O)Nc1ccccc1NC(=O)c1cc2cc(Br)ccc2o1. As a reaction SMILES: [Br:1][c:2]1[cH:3][cH:4][c:5]2[c:6]([cH:7][c:8]([C:10](=[O:11])[OH:12])[o:9]2)[cH:13]1.[C:24](=[O:25])([O:26][C:27]([CH3:28])([CH3:29])[CH3:30])[NH:31][c:32]1[c:33]([NH2:38])[cH:34][cH:35][cH:36][cH:37]1.[Cl:39][CH2:40][Cl:41].[S:14]([Cl:15])([Cl:16])=[O:17].[cH:18]1[cH:19][cH:20][n:21][cH:22][cH:23]1>>[Br:1][c:2]1[cH:3][cH:4][c:5]2[c:6]([cH:7][c:8]([C:10](=[O:12])[NH:38][c:33]3[c:32]([NH:31][C:24](=[O:25])[O:26][C:27]([CH3:28])([CH3:29])[CH3:30])[cH:37][cH:36][cH:35][cH:34]3)[o:9]2)[cH:13]1.